The task is: describe an organic reaction: reactants, conditions, products, and yield. This data is from the Open Reaction Database (ORD), a public repository of structured organic reaction records. Reactants: O=C([O-])[O-], CO, CCOC(C)=O, CCOc1cc(O)cc2c1C(=O)N(CCl)S2(=O)=O, [Cs+], [Cs+], O=C(O)c1c(Cl)cccc1Cl. Product: CCOc1cc(O)cc2c1C(=O)N(COC(=O)c1c(Cl)cccc1Cl)S2(=O)=O. RXN SMILES: [C:12](=[O:13])([O-:14])[O-:15].[CH3:18][OH:19].[CH3:38][CH2:39][O:40][C:41](=[O:42])[CH3:43].[Cl:20][CH2:21][N:22]1[S:23](=[O:24])(=[O:25])[c:26]2[cH:27][c:28]([OH:37])[cH:29][c:30]([O:34][CH2:35][CH3:36])[c:31]2[C:32]1=[O:33].[Cs+:16].[Cs+:17].[OH:1][C:2](=[O:3])[c:4]1[c:5]([Cl:6])[cH:7][cH:8][cH:9][c:10]1[Cl:11]>>[O:1]([C:2](=[O:3])[c:4]1[c:5]([Cl:6])[cH:7][cH:8][cH:9][c:10]1[Cl:11])[CH2:21][N:22]1[S:23](=[O:24])(=[O:25])[c:26]2[cH:27][c:28]([OH:37])[cH:29][c:30]([O:34][CH2:35][CH3:36])[c:31]2[C:32]1=[O:33]. The reactants are FC=1C=C(C=C(C1)F)C(C)NC(C1=CC=C(C=C1)OC(C)C)C1=CC(=CC=C1)[N+](=O)[O-] (N-[1-(3,5-difluorophenyl)ethyl]-N-[(3-nitrophenyl)-(4-isopropoxyphenyl)methyl]amine), [BH4-].[Na+] (sodium borohydride). Reagents/catalysts: O.O.O.O.O.O.[Ni](Cl)Cl (nickel chloride hexahydrate). Yields the product FC=1C=C(C=C(C1)F)C(C)NC(C=1C=C(C=CC1)N)C1=CC=C(C=C1)OC(C)C (3-{[1-(3,5-Difluorophenyl)ethylamino]-(4-isopropoxyphenyl)methyl}phenylamine). Isolated yield 91.9%. RXN SMILES: [F:1][C:2]1[CH:3]=[C:4]([CH:9]([NH:11][CH:12]([C:23]2[CH:28]=[CH:27][CH:26]=[C:25]([N+:29]([O-])=O)[CH:24]=2)[C:13]2[CH:18]=[CH:17][C:16]([O:19][CH:20]([CH3:22])[CH3:21])=[CH:15][CH:14]=2)[CH3:10])[CH:5]=[C:6]([F:8])[CH:7]=1.[BH4-].[Na+]>O.O.O.O.O.O.[Ni](Cl)Cl>[F:1][C:2]1[CH:3]=[C:4]([CH:9]([NH:11][CH:12]([C:13]2[CH:14]=[CH:15][C:16]([O:19][CH:20]([CH3:22])[CH3:21])=[CH:17][CH:18]=2)[C:23]2[CH:24]=[C:25]([NH2:29])[CH:26]=[CH:27][CH:28]=2)[CH3:10])[CH:5]=[C:6]([F:8])[CH:7]=1 |f:1.2,3.4.5.6.7.8.9|. Reported procedure: Following a similar procedure to that described in Example (1b), 1.17 g of N-[1-(3,5-difluorophenyl)ethyl]-N-[(3-nitrophenyl)-(4-isopropoxyphenyl)methyl]amine [prepared as described in step (a) above], 1.50 g of nickel chloride hexahydrate and 437 mg of sodium borohydride were reacted, to obtain 1.0 g of the title compound as a yellow oil. Reactants: CC#N, O=C(O)C(F)(F)F, O, Cc1cc(-c2cnc(C3(OCCO)CCNC(=O)CC3)s2)cc(N(C(=O)OC(C)(C)C)c2nccc(C(F)(F)F)n2)c1. The product is Cc1cc(Nc2nccc(C(F)(F)F)n2)cc(-c2cnc(C3(OCCO)CCNC(=O)CC3)s2)c1. RXN SMILES: [CH3:50][C:51]#[N:52].[F:43][C:44]([F:45])([F:46])[C:47]([OH:48])=[O:49].[OH2:53].[OH:1][CH2:2][CH2:3][O:4][C:5]1([c:13]2[s:14][c:15](-[c:18]3[cH:19][c:20]([N:25]([C:26](=[O:27])[O:28][C:29]([CH3:30])([CH3:31])[CH3:32])[c:33]4[n:34][cH:35][cH:36][c:37]([C:39]([F:40])([F:41])[F:42])[n:38]4)[cH:21][c:22]([CH3:24])[cH:23]3)[cH:16][n:17]2)[CH2:6][CH2:7][NH:8][C:9](=[O:12])[CH2:10][CH2:11]1>>[OH:1][CH2:2][CH2:3][O:4][C:5]1([c:13]2[s:14][c:15](-[c:18]3[cH:19][c:20]([NH:25][c:33]4[n:34][cH:35][cH:36][c:37]([C:39]([F:40])([F:41])[F:42])[n:38]4)[cH:21][c:22]([CH3:24])[cH:23]3)[cH:16][n:17]2)[CH2:6][CH2:7][NH:8][C:9](=[O:12])[CH2:10][CH2:11]1.